This data is from the Open Reaction Database (ORD), a public repository of structured organic reaction records. The task is: describe an organic reaction: reactants, conditions, products, and yield Reactants: ClC1=NC=C(C(=N1)N[C@H](CC(CO)O)C(C)(C)C)F ((4R)-4-[(2-chloro-5-fluoro-pyrimidin-4-yl)amino]-5,5-dimethyl-hexane-1,2-diol), 189a, FC=1C=C2C(=NC1)N(C=C2B2OC(C(O2)(C)C)(C)C)S(=O)(=O)C2=CC=C(C=C2)C (5-fluoro-1-(p-tolylsulfonyl)-3-(4,4,5,5-tetramethyl-1,3,2-dioxaborolan-2-yl)pyrrolo[2,3-b]pyridine), [O-]P(=O)([O-])[O-].[K+].[K+].[K+] (K3PO4), CC(C)C1=CC(=C(C(=C1)C(C)C)C2=C(C=CC=C2)P(C3CCCCC3)C4CCCCC4)C(C)C (X-phos). The reagents and catalysts are C=1C=CC(=CC1)/C=C/C(=O)/C=C/C2=CC=CC=C2.C=1C=CC(=CC1)/C=C/C(=O)/C=C/C2=CC=CC=C2.C=1C=CC(=CC1)/C=C/C(=O)/C=C/C2=CC=CC=C2.[Pd].[Pd] (Pd2(dba)3). Solvent: 2-Methyl THF, O (H2O). Reaction conditions: temperature 120 celsius, time 2 hour. The product is FC=1C(=NC(=NC1)C1=CN(C2=NC=C(C=C21)F)S(=O)(=O)C2=CC=C(C)C=C2)N[C@H](CC(CO)O)C(C)(C)C ((4R)-4-((5-fluoro-2-(5-fluoro-1-tosyl-1H-pyrrolo[2,3-b]pyridin-3-yl)pyrimidin-4-yl)amino)-5,5-dimethylhexane-1,2-diol). RXN SMILES: Cl[C:2]1[N:7]=[C:6]([NH:8][C@@H:9]([C:15]([CH3:18])([CH3:17])[CH3:16])[CH2:10][CH:11]([OH:14])[CH2:12][OH:13])[C:5]([F:19])=[CH:4][N:3]=1.[F:20][C:21]1[CH:22]=[C:23]2[C:29](B3OC(C)(C)C(C)(C)O3)=[CH:28][N:27]([S:39]([C:42]3[CH:47]=[CH:46][C:45]([CH3:48])=[CH:44][CH:43]=3)(=[O:41])=[O:40])[C:24]2=[N:25][CH:26]=1.[O-]P([O-])([O-])=O.[K+].[K+].[K+].CC(C1C=C(C(C)C)C(C2C=CC=CC=2P(C2CCCCC2)C2CCCCC2)=C(C(C)C)C=1)C>O.C1C=CC(/C=C/C(/C=C/C2C=CC=CC=2)=O)=CC=1.C1C=CC(/C=C/C(/C=C/C2C=CC=CC=2)=O)=CC=1.C1C=CC(/C=C/C(/C=C/C2C=CC=CC=2)=O)=CC=1.[Pd].[Pd]>[F:19][C:5]1[C:6]([NH:8][C@@H:9]([C:15]([CH3:18])([CH3:17])[CH3:16])[CH2:10][CH:11]([OH:14])[CH2:12][OH:13])=[N:7][C:2]([C:29]2[C:23]3[C:24](=[N:25][CH:26]=[C:21]([F:20])[CH:22]=3)[N:27]([S:39]([C:42]3[CH:47]=[CH:46][C:45]([CH3:48])=[CH:44][CH:43]=3)(=[O:40])=[O:41])[CH:28]=2)=[N:3][CH:4]=1 |f:2.3.4.5,8.9.10.11.12|. Procedure details: To a solution of (4R)-4-[(2-chloro-5-fluoro-pyrimidin-4-yl)amino]-5,5-dimethyl-hexane-1,2-diol, 189a, (0.090 g, 0.309 mmol), 5-fluoro-1-(p-tolylsulfonyl)-3-(4,4,5,5-tetramethyl-1,3,2-dioxaborolan-2-yl)pyrrolo[2,3-b]pyridine (0.167 g, 0.401 mmol) and K3PO4 (0.196 g, 0.926 mmol) in 2-Methyl THF (15 mL) and H2O (2 mL) was degassed under a stream of nitrogen for 45 minutes. To the reaction mixture was added X-phos (0.018 g, 0.037 mmol) and Pd2(dba)3 (0.007 g, 0.008 mmol). The reaction mixture was st... Starting materials: C1(=CC=CC=C1)CCCCCCCCC1=C(C=O)C=CC=C1 (2-(8-phenyloctyl)benzaldehyde), C(C)(C)NC(C)C (diisopropylamine), C(C)(=O)OC(C)(C)C (t-butyl acetate), C(CCC)[Li] (n-butyllithium). The solvent is O1CCCC1 (tetrahydrofuran), O1CCCC1.CCCCCC (tetrahydrofuran hexane). Reaction conditions: time 10 minute. Yields the product OC(CC(=O)OC(C)(C)C)C1=C(C=CC=C1)CCCCCCCCC1=CC=CC=C1 (t-Butyl 3-hydroxy-3-[2-(8-phenyloctyl)phenyl]propanoate). As a reaction SMILES: C(NC(C)C)(C)C.C([Li])CCC.[C:13]([O:16][C:17]([CH3:20])([CH3:19])[CH3:18])(=[O:15])[CH3:14].[C:21]1([CH2:27][CH2:28][CH2:29][CH2:30][CH2:31][CH2:32][CH2:33][CH2:34][C:35]2[CH:42]=[CH:41][CH:40]=[CH:39][C:36]=2[CH:37]=[O:38])[CH:26]=[CH:25][CH:24]=[CH:23][CH:22]=1>O1CCCC1.CCCCCC.O1CCCC1>[OH:38][CH:37]([C:36]1[CH:39]=[CH:40][CH:41]=[CH:42][C:35]=1[CH2:34][CH2:33][CH2:32][CH2:31][CH2:30][CH2:29][CH2:28][CH2:27][C:21]1[CH:22]=[CH:23][CH:24]=[CH:25][CH:26]=1)[CH2:14][C:13]([O:16][C:17]([CH3:20])([CH3:19])[CH3:18])=[O:15] |f:4.5|. Procedure: A solution of diisopropylamine (4.8 ml, 0.03 mole) in tetrahydrofuran/hexane (100 ml, 1/1) was cooled to 60° C. and n-butyllithium (2.5M solution in hexane, 13.6 ml, 0.03 mole) was added. This solution was stirred for 10 minutes followed by addition of t-butyl acetate (4.6 ml, 0.03 mole). The mixture was stirred for an additional 10 minutes followed by dropwise addition of a solution of 2-(8-phenyloctyl)benzaldehyde (10 gm, 0.03 mole) in tetrahydrofuran (25 ml). The whole was stirred first for 3... The reactants are O=C([O-])O, CC1CCCCC1=O, Cc1ccccc1, CC(O)CC(C)O, [Na+], Cc1ccc(S(=O)(=O)[O-])cc1, c1cc[nH+]cc1. The product is CC1CC(C)OC2(CCCCC2C)O1. RXN SMILES: [C:33](=[O:34])([O-:35])[OH:36].[CH3:1][CH:2]1[C:3](=[O:8])[CH2:4][CH2:5][CH2:6][CH2:7]1.[CH3:38][c:39]1[cH:40][cH:41][cH:42][cH:43][cH:44]1.[CH3:9][CH:10]([CH2:11][CH:12]([CH3:13])[OH:14])[OH:15].[Na+:37].[c:16]1([CH3:17])[cH:18][cH:19][c:20]([S:21]([O-:22])(=[O:23])=[O:24])[cH:25][cH:26]1.[nH+:27]1[cH:28][cH:29][cH:30][cH:31][cH:32]1>>[CH3:1][CH:2]1[C:3]2([CH2:4][CH2:5][CH2:6][CH2:7]1)[O:8][CH:10]([CH3:9])[CH2:11][CH:12]([CH3:13])[O:14]2. The reactants are FC(C(=O)O)(F)F.NN=CNC=1C=C(C=CC1)C(=O)NCC(=O)NC(CC(=O)OCC)C1=CC=C(C=C1)Br ((±) ethyl β-[[2- [[[3-[(aminoiminomethyl)amino]phenyl]carbonyl]amino]acetyl]amino]-4-bromobenzenepropanoate, trifluoroacetate salt), [Li+].[OH-] (LiOH), C(=O)(C(F)(F)F)O (TFA). Solvent: O (H2O), CC#N (CH3CN). Run at time 1 hour. Product: FC(C(=O)O)(F)F.NN=CNC=1C=C(C=CC1)C(=O)NCC(=O)NC(CC(=O)O)C1=CC=C(C=C1)Br ((±) β-[[2-[[[3-[(aminoiminomethyl)amino]phenyl]carbonyl]amino]acetyl]amino]-4-bromobenzenepropanoic acid, trifluoroacetate salt). Isolated yield 83.0%. RXN SMILES: [F:1][C:2]([F:7])([F:6])[C:3]([OH:5])=[O:4].[NH2:8][N:9]=[CH:10][NH:11][C:12]1[CH:13]=[C:14]([C:18]([NH:20][CH2:21][C:22]([NH:24][CH:25]([C:32]2[CH:37]=[CH:36][C:35]([Br:38])=[CH:34][CH:33]=2)[CH2:26][C:27]([O:29]CC)=[O:28])=[O:23])=[O:19])[CH:15]=[CH:16][CH:17]=1.[Li+].[OH-].C(O)(C(F)(F)F)=O>O.CC#N>[F:1][C:2]([F:7])([F:6])[C:3]([OH:5])=[O:4].[NH2:8][N:9]=[CH:10][NH:11][C:12]1[CH:13]=[C:14]([C:18]([NH:20][CH2:21][C:22]([NH:24][CH:25]([C:32]2[CH:33]=[CH:34][C:35]([Br:38])=[CH:36][CH:37]=2)[CH2:26][C:27]([OH:29])=[O:28])=[O:23])=[O:19])[CH:15]=[CH:16][CH:17]=1 |f:0.1,2.3,7.8|. Procedure details: To the product from Example 186 (1.3 mg, 0.0023 mole) in H2O (15 mL) and CH3CN (15 mL) was added LiOH (290 mg, 0.0069 mole). The reaction mixture was stirred at room temperature for 1 hour. The pH was lowered to ~2.5 with TFA and the product was isolated by RPHPLC to yield the title compound (1.1 g after lyophilization) as a white solid.